This data is from the Open Reaction Database (ORD), a public repository of structured organic reaction records. The task is: describe an organic reaction: reactants, conditions, products, and yield The solvent is CN(C)C=O (DMF). Conditions: temperature 65 celsius, time 8 hour. RXN SMILES: [CH2:1](Br)[C:2]1[CH:7]=[CH:6][CH:5]=[CH:4][CH:3]=1.C([O-])([O-])=O.[K+].[K+].[N+:15]([C:18]1[NH:19][CH:20]=[CH:21][N:22]=1)([O-:17])=[O:16].O>CN(C=O)C>[CH2:1]([N:19]1[CH:20]=[CH:21][N:22]=[C:18]1[N+:15]([O-:17])=[O:16])[C:2]1[CH:7]=[CH:6][CH:5]=[CH:4][CH:3]=1 |f:1.2.3|. Reported procedure: Benzylbromide (3 mmol) and K2CO3 (6 mmol) were added to a solution of 2-nitroimidazole (2 mmol) in DMF (6 mL). The mixture was stirred at 60-70° C. for 4 h or overnight. The contents were cooled to room temperature, and water (30 mL) was added. The mixture was extracted with EtOAc (3×15 mL). The combined extracts were dried over MgSO4, filtered, and the solvent was removed in vacuo to afford 1-benzyl-2-nitro-1H-imidazole. The product used for further transformation without further purification. The product is C(C1=CC=CC=C1)N1C(=NC=C1)[N+](=O)[O-] (1-benzyl-2-nitro-1H-imidazole). The reactants are O (water), C(C1=CC=CC=C1)Br (Benzylbromide), C(=O)([O-])[O-].[K+].[K+] (K2CO3), [N+](=O)([O-])C=1NC=CN1 (2-nitroimidazole). Reactants: OC1=CC(=NC(=N1)NCCCCCC)C (6-Hydroxy-4-methyl-2-n-hexylamino-pyrimidin), C(=O)([O-])[O-].[K+].[K+] (K2CO3), ClC(=C)CCl (2,3-dichloro-1-propene), CN(C=O)C (dimethylformamide). Reaction SMILES: [OH:1][C:2]1[N:7]=[C:6]([NH:8][CH2:9][CH2:10][CH2:11][CH2:12][CH2:13][CH3:14])[N:5]=[C:4]([CH3:15])[CH:3]=1.C([O-])([O-])=O.[K+].[K+].[Cl:22][C:23]([CH2:25]Cl)=[CH2:24].CN(C)C=O>O>[Cl:22][C:23](=[CH2:24])[CH2:25][O:1][C:2]1[N:7]=[C:6]([NH:8][CH2:9][CH2:10][CH2:11][CH2:12][CH2:13][CH3:14])[N:5]=[C:4]([CH3:15])[CH:3]=1 |f:1.2.3|. Reported procedure: 42.0 g 6-Hydroxy-4-methyl-2-n-hexylamino-pyrimidin (0.2 Mol), 27.6 g K2CO3 (0.2 Mol), 24.4 g 2,3-dichloro-1-propene (0.22 Mol) and 150 ml dimethylformamide are charged in a sulphonation flask. The mixture is heated for about 3 hours at a bath temperature of 110°, then cooled to room temperature and thereafter poured in 500 ml water. This mixture is extracted with ether, the ether extract dried with Na2SO4 and concentrated with the aid of a flask rotary vacuum evaporator at a temperature of up to... Solvent: O (water). Yields the product ClC(COC1=CC(=NC(=N1)NCCCCCC)C)=C (6-(2-Chloro-2-propenyloxy)-4-methyl-2-n-hexylamino-pyrimidine). The reactants are [Na+], O=C=Nc1ccccc1, C1CCOC1, [OH-], O=C1Cc2c(CCO)cccc2N1, c1ccncc1. Yields the product O=C1Cc2c(CCOC(=O)Nc3ccccc3)cccc2N1. As a reaction SMILES: [Na+:24].[O:1]=[C:2]=[N:3][c:4]1[cH:5][cH:6][cH:7][cH:8][cH:9]1.[O:25]1[CH2:26][CH2:27][CH2:28][CH2:29]1.[OH-:23].[OH:10][CH2:11][CH2:12][c:13]1[c:14]2[c:18]([cH:19][cH:20][cH:21]1)[NH:17][C:16](=[O:22])[CH2:15]2.[cH:30]1[cH:31][cH:32][n:33][cH:34][cH:35]1>>[O:1]=[C:2]([NH:3][c:4]1[cH:5][cH:6][cH:7][cH:8][cH:9]1)[O:10][CH2:11][CH2:12][c:13]1[c:14]2[c:18]([cH:19][cH:20][cH:21]1)[NH:17][C:16](=[O:22])[CH2:15]2.